This data is from the Open Reaction Database (ORD), a public repository of structured organic reaction records. The task is: describe an organic reaction: reactants, conditions, products, and yield The reactants are FC=1C=C2C(=CNC2=CC1)C(=O)Cl (5-Fluoroindole-3-carboxylic acid chloride), C(CCC)N1CCC(CC1)CO ((1-n butyl-4-piperidyl)methanol). The product is FC=1C=C2C(=CNC2=CC1)C(=O)OCC1CCN(CC1)CCCC ((1-n butyl -4-piperidyl)methyl 5-fluoroindole-3-carboxylate). The yield is 30.0%. As a reaction SMILES: [F:1][C:2]1[CH:3]=[C:4]2[C:8](=[CH:9][CH:10]=1)[NH:7][CH:6]=[C:5]2[C:11](Cl)=[O:12].[CH2:14]([N:18]1[CH2:23][CH2:22][CH:21]([CH2:24][OH:25])[CH2:20][CH2:19]1)[CH2:15][CH2:16][CH3:17]>>[F:1][C:2]1[CH:3]=[C:4]2[C:8](=[CH:9][CH:10]=1)[NH:7][CH:6]=[C:5]2[C:11]([O:25][CH2:24][CH:21]1[CH2:22][CH2:23][N:18]([CH2:14][CH2:15][CH2:16][CH3:17])[CH2:19][CH2:20]1)=[O:12]. Procedure details: 5-Fluoroindole-3-carboxylic acid chloride was reacted with (1-n butyl-4-piperidyl)methanol (D6) using the method of Example 1a to afford (1-n butyl -4-piperidyl)methyl 5-fluoroindole-3-carboxylate as an orange oil (30%), following flash chromatography on silica gel eluting with 10% ethanol/chloroform. Starting materials: [Si](C)(C)(C(C)(C)C)O[C@H]1C[C@@H](O[C@@H]1CCO)N1C(=O)NC(=O)C(C)=C1 (3'-O-t-Butyldimethylsilyl-5'-deoxy-5'-hydroxymethyl thymidine), aldehyde, [Si](C)(C)(C(C)(C)C)O[C@H]1C[C@@H](O[C@@]1(CO)C=O)N1C(=O)NC(=O)C(C)=C1 (3'-O-t-butyl-dimethylsilyl thymidine 4'-aldehyde). The product is [Si](C)(C)(C(C)(C)C)O[C@H]1C[C@@H](O[C@@H]1CC=O)N1C(=O)NC(=O)C(C)=C1 (3'-O-t-Butyldimethylsilyl-5'-deoxy-5'-formyl thymidine). RXN SMILES: [Si:1]([O:8][C@@H:9]1[C@@H:13]([CH2:14][CH2:15][OH:16])[O:12][C@@H:11]([N:17]2[CH:25]=[C:23]([CH3:24])[C:21](=[O:22])[NH:20][C:18]2=[O:19])[CH2:10]1)([C:4]([CH3:7])([CH3:6])[CH3:5])([CH3:3])[CH3:2].[Si](O[C@@H]1[C@@](C=O)(CO)O[C@@H](N2C=C(C)C(=O)NC2=O)C1)(C(C)(C)C)(C)C>>[Si:1]([O:8][C@@H:9]1[C@@H:13]([CH2:14][CH:15]=[O:16])[O:12][C@@H:11]([N:17]2[CH:25]=[C:23]([CH3:24])[C:21](=[O:22])[NH:20][C:18]2=[O:19])[CH2:10]1)([C:4]([CH3:7])([CH3:5])[CH3:6])([CH3:3])[CH3:2]. Procedure: 3'-O-t-Butyldimethylsilyl-5'-deoxy-5'-hydroxymethyl thymidine was oxidized to the title aldehyde using the same procedure as described for 3'-O-t-butyl-dimethylsilyl thymidine 4'-aldehyde in Example 11. The reactants are NOCc1ccccc1, CS(C)=O, CC(Cl)c1cc2ccccc2s1, C1CCOC1. Product: CC(NOCc1ccccc1)c1cc2ccccc2s1. RXN SMILES: [CH2:13]([c:14]1[cH:15][cH:16][cH:17][cH:18][cH:19]1)[O:20][NH2:21].[CH3:22][S:23](=[O:24])[CH3:25].[Cl:1][CH:2]([CH3:3])[c:4]1[cH:5][c:6]2[c:7]([s:8]1)[cH:9][cH:10][cH:11][cH:12]2.[O:26]1[CH2:27][CH2:28][CH2:29][CH2:30]1>>[CH:2]([CH3:3])([c:4]1[cH:5][c:6]2[c:7]([s:8]1)[cH:9][cH:10][cH:11][cH:12]2)[NH:21][O:20][CH2:13][c:14]1[cH:15][cH:16][cH:17][cH:18][cH:19]1. The reactants are CC1(C(C(C2=CC(=C(C=C12)C(=O)N)C)(C)C)C)C (1,1,2,3,3,5-Hexamethylindan-6-Carboxamide), S(=O)(Cl)Cl (Thionyl chloride), [OH-].[Na+] (sodium hydroxide). The solvent is C1=CC=CC=C1 (benzene). The product is CC1(C(C(C2=CC(=C(C=C12)C#N)C)(C)C)C)C (1,1,2,3,3,5-Hexamethylindan-6-Nitrile). As a reaction SMILES: [CH3:1][C:2]1([CH3:18])[C:10]2[C:5](=[CH:6][C:7]([CH3:14])=[C:8]([C:11]([NH2:13])=O)[CH:9]=2)[C:4]([CH3:16])([CH3:15])[CH:3]1[CH3:17].S(Cl)(Cl)=O.[OH-].[Na+]>C1C=CC=CC=1>[CH3:1][C:2]1([CH3:18])[C:10]2[C:5](=[CH:6][C:7]([CH3:14])=[C:8]([C:11]#[N:13])[CH:9]=2)[C:4]([CH3:16])([CH3:15])[CH:3]1[CH3:17] |f:2.3|. Procedure: The crude product from Step III was dissolved in 250 ml. of benzene in a 50-ml. flask equipped with mechanical stirrer, cooling bath, thermometer, addition funnel, condenser, and static nitrogen head. Thionyl chloride (72 ml.) was added gradually with cooling over six mimutes at 24° to 30° C. The mixture was then heated to reflux for about 4 hours, and after cooling, 150 ml. of 5% sodium hydroxide solution was added at between 32° and 50° C., with cooling, over 16 minutes. The entire contents of... The reactants are ClC1=C(C=CC(=C1)Cl)C1=C(C=C2N1N=C(C=C2O)C)C (7-(2,4-dichlorophenyl)-2,6-dimethylpyrrolo[1,2-b]pyridazin-4-ol), P(Br)(Br)Br (phosphorus tribromide), C(=O)(O)[O-].[Na+] (NaHCO3). Solvent: C(Cl)(Cl)Cl (CHCl3), BrC1=CC=CC=C1 (bromobenzene). Product: BrC=1C=2N(N=C(C1)C)C(=C(C2)C)C2=C(C=C(C=C2)Cl)Cl (4-bromo-7-(2,4-dichlorophenyl)-2,6-dimethylpyrrolo[1,2-b]pyridazine). As a reaction SMILES: [Cl:1][C:2]1[CH:7]=[C:6]([Cl:8])[CH:5]=[CH:4][C:3]=1[C:9]1[N:13]2[N:14]=[C:15]([CH3:19])[CH:16]=[C:17](O)[C:12]2=[CH:11][C:10]=1[CH3:20].P(Br)(Br)[Br:22].C([O-])(O)=O.[Na+]>BrC1C=CC=CC=1.C(Cl)(Cl)Cl>[Br:22][C:17]1[C:12]2[N:13]([C:9]([C:3]3[CH:4]=[CH:5][C:6]([Cl:8])=[CH:7][C:2]=3[Cl:1])=[C:10]([CH3:20])[CH:11]=2)[N:14]=[C:15]([CH3:19])[CH:16]=1 |f:2.3|. Procedure: A solution of 7-(2,4-dichlorophenyl)-2,6-dimethylpyrrolo[1,2-b]pyridazin-4-ol (34.2 g, 111.5 mmol) and phosphorus tribromide (50 mL, 142.5 g, 526.4 mmol) in bromobenzene (500 mL) is refluxed for 1 h. After cooling to room temperature, the mixture is diluted with CHCl3. Saturated NaHCO3 solution is added at 0° C. to neutralize and the mixture is separated immediately. The aqueous layer is extracted with CHCl3 (2×). The combined CHCl3 solution is dried over MgSO4 and filtered. The filtrate is conc... The reactants are C(C1=CC=CC=C1)(=O)OC[C@]12[C@@H]([C@H]3CC[C@@H]4[C@]5(CC[C@@H](C([C@@H]5CC[C@]4([C@@]3(CC1)C)C)(C)C)O)C)[C@@H](CC2)C(=C)C (((1R,3aS,5aR,5bR,7aR,9S,11aR,11bR,13aR,13bR)-9-hydroxy-5a,5b,8,8,11a-pentamethyl-1-(prop-1-en-2-yl)icosahydro-1H-cyclopenta[a]chrysen-3a-yl)methyl benzoate), C=1C=C[NH+]=CC1.[O-][Cr](=O)(=O)Cl (PCC). Reaction SMILES: [C:1]([O:9][CH2:10][C@:11]12[CH2:37][CH2:36][C@@H:35]([C:38]([CH3:40])=[CH2:39])[C@@H:12]1[C@@H:13]1[C@@:26]([CH3:29])([CH2:27][CH2:28]2)[C@@:25]2([CH3:30])[C@@H:16]([C@:17]3([CH3:34])[C@@H:22]([CH2:23][CH2:24]2)[C:21]([CH3:32])([CH3:31])[C@@H:20]([OH:33])[CH2:19][CH2:18]3)[CH2:15][CH2:14]1)(=[O:8])[C:2]1[CH:7]=[CH:6][CH:5]=[CH:4][CH:3]=1.C1C=C[NH+]=CC=1.[O-][Cr](Cl)(=O)=O>C(Cl)Cl>[C:1]([O:9][CH2:10][C@:11]12[CH2:37][CH2:36][C@@H:35]([C:38]([CH3:40])=[CH2:39])[C@@H:12]1[C@@H:13]1[C@@:26]([CH3:29])([CH2:27][CH2:28]2)[C@@:25]2([CH3:30])[C@@H:16]([C@:17]3([CH3:34])[C@@H:22]([CH2:23][CH2:24]2)[C:21]([CH3:31])([CH3:32])[C:20](=[O:33])[CH2:19][CH2:18]3)[CH2:15][CH2:14]1)(=[O:8])[C:2]1[CH:3]=[CH:4][CH:5]=[CH:6][CH:7]=1 |f:1.2|. Procedure details: To a solution of ((1R,3aS,5aR,5bR,7aR,9S,11aR,11bR,13aR,13bR)-9-hydroxy-5a,5b,8,8,11a-pentamethyl-1-(prop-1-en-2-yl)icosahydro-1H-cyclopenta[a]chrysen-3a-yl)methyl benzoate (8.6 g, 15.73 mmol) in CH2Cl2 (100 ml) was added PCC (5.09 g, 23.59 mmol). After 7.25 h of stirring at rt, the mixture was filtered through a pad of celite and silica gel and was washed with dichloromethane then with 1:1 EtOAc:hexanes. The filtrate was concentrated under reduced pressure to give the title compound as a white ... Yield: 96.4%. The product is C(C1=CC=CC=C1)(=O)OC[C@]12[C@@H]([C@H]3CC[C@@H]4[C@]5(CCC(C([C@@H]5CC[C@]4([C@@]3(CC1)C)C)(C)C)=O)C)[C@@H](CC2)C(=C)C (((1R,3aS,5aR,5bR,7aR,11aR,11bR,13aR,13bR)-5a,5b,8,8,11a-pentamethyl-9-oxo-1-(prop-1-en-2-yl)icosahydro-1H-cyclopenta[a]chrysen-3a-yl)methyl benzoate). Run at time 7.25 hour. Run in C(Cl)Cl (CH2Cl2). The reactants are N1CCC(CC1)=O (4-piperidone), ClCCCCCOCCCC (1-chloro-5-butoxypentane). The product is C(CCC)OCCCCCN1CCC(CC1)=O (1-(5-Butoxypentyl)-4-piperidone). As a reaction SMILES: [NH:1]1[CH2:6][CH2:5][C:4](=[O:7])[CH2:3][CH2:2]1.Cl[CH2:9][CH2:10][CH2:11][CH2:12][CH2:13][O:14][CH2:15][CH2:16][CH2:17][CH3:18]>>[CH2:15]([O:14][CH2:13][CH2:12][CH2:11][CH2:10][CH2:9][N:1]1[CH2:6][CH2:5][C:4](=[O:7])[CH2:3][CH2:2]1)[CH2:16][CH2:17][CH3:18]. Procedure details: 1-(5-Butoxypentyl)-4-piperidone is prepared from 4-piperidone and 1-chloro-5-butoxypentane essentially as described above in Example 38, Scheme C, step a. Starting materials: CC1(N=C(NC1(O)C)C1=CC=CC=C1)O (4,5-dimethyl-2-phenylimidazoline-4,5-diol), C(#N)CC=1N=C(NC1C)C1=CC=CC=C1 (4-cyanomethyl-5-methyl-2-phenylimidazole), CC1(N=C(NC1(O)C)C1=CC=CC=C1)O (4,5-dimethyl-2-phenylimidazoline-4,5-diol). Solvent: O (water). Yields the product C(C1=CC=CC=C1)(=N)N (benzamidine), C(=O)(C)C(=O)C (biacetyl). As a reaction SMILES: C(CC1[N:5]=[C:6]([C:10]2[CH:15]=[CH:14][CH:13]=[CH:12][CH:11]=2)[NH:7]C=1C)#N.[CH3:16][C:17]1([OH:30])[C:21]([CH3:23])([OH:22])NC(C2C=CC=CC=2)=N1>O>[C:6]([NH2:7])(=[NH:5])[C:10]1[CH:15]=[CH:14][CH:13]=[CH:12][CH:11]=1.[C:21]([C:17]([CH3:16])=[O:30])([CH3:23])=[O:22]. Procedure details: An alternative method of preparing the preferred compound, 4-cyanomethyl-5-methyl-2-phenylimidazole (X), is from the precursor, 4,5-dimethyl-2-phenylimidazoline-4,5-diol (VII), preferably in the form of a mineral acid addition salt. The precursor (VII), which is described by O. Diels and K. Schleich, Ber. 49, 1711 (1916), may be obtained by the reaction of benzamidine with biacetyl in water. By heating (VII) in a strong non-oxidizing mineral acid, preferably dilute HCl, under reflux conditions (...